Dataset: the Open Reaction Database (ORD), a public repository of structured organic reaction records. Task: describe an organic reaction: reactants, conditions, products, and yield The reactants are ClC1=NC(=NC(=N1)N1CCOCC1)C1=CC=C(C=C1)NC(=O)NC (1-(4-(4-chloro-6-morpholino-1,3,5-triazin-2-yl)phenyl)-3-methylurea), CC1(OB(OC1(C)C)C1=CC=C(N)C=C1)C (4-(4,4,5,5-tetramethyl-1,3,2-dioxaborolan-2-yl)aniline). Product: NC1=CC=C(C=C1)C1=NC(=NC(=N1)N1CCOCC1)C1=CC=C(C=C1)NC(=O)NC (1-(4-(4-(4-aminophenyl)-6-morpholino-1,3,5-triazin-2-yl)phenyl)-3-methylurea). The yield is 45.0%. As a reaction SMILES: Cl[C:2]1[N:7]=[C:6]([N:8]2[CH2:13][CH2:12][O:11][CH2:10][CH2:9]2)[N:5]=[C:4]([C:14]2[CH:19]=[CH:18][C:17]([NH:20][C:21]([NH:23][CH3:24])=[O:22])=[CH:16][CH:15]=2)[N:3]=1.CC1(C)C(C)(C)OB([C:33]2[CH:39]=[CH:38][C:36]([NH2:37])=[CH:35][CH:34]=2)O1>>[NH2:37][C:36]1[CH:38]=[CH:39][C:33]([C:2]2[N:7]=[C:6]([N:8]3[CH2:13][CH2:12][O:11][CH2:10][CH2:9]3)[N:5]=[C:4]([C:14]3[CH:19]=[CH:18][C:17]([NH:20][C:21]([NH:23][CH3:24])=[O:22])=[CH:16][CH:15]=3)[N:3]=2)=[CH:34][CH:35]=1. Reported procedure: The title compound was prepared by following the procedure of Example 462 step 4 using 1-(4-(4-chloro-6-morpholino-1,3,5-triazin-2-yl)phenyl)-3-methylurea and 4-(4,4,5,5-tetramethyl-1,3,2-dioxaborolan-2-yl)aniline. Yield 2 g, 45% yield. Reactants: BrCc1ccccn1, Br, O=C([O-])[O-], CC#N, Clc1ccc2c(c1)CNCc1nnc(C3CCC(c4ccccc4)CC3)n1-2, Cl, [K+], [K+]. Product: Clc1ccc2c(c1)CN(Cc1ccccn1)Cc1nnc(C3CCC(c4ccccc4)CC3)n1-2. As a reaction SMILES: [Br:36][CH2:37][c:38]1[n:39][cH:40][cH:41][cH:42][cH:43]1.[BrH:35].[C:29](=[O:30])([O-:31])[O-:32].[CH3:44][C:45]#[N:46].[Cl:2][c:3]1[cH:4][c:5]2[c:6]([cH:27][cH:28]1)-[n:7]1[c:8]([CH:15]3[CH2:16][CH2:17][CH:18]([c:21]4[cH:22][cH:23][cH:24][cH:25][cH:26]4)[CH2:19][CH2:20]3)[n:9][n:10][c:11]1[CH2:12][NH:13][CH2:14]2.[ClH:1].[K+:33].[K+:34]>>[Cl:2][c:3]1[cH:4][c:5]2[c:6]([cH:27][cH:28]1)-[n:7]1[c:8]([CH:15]3[CH2:16][CH2:17][CH:18]([c:21]4[cH:22][cH:23][cH:24][cH:25][cH:26]4)[CH2:19][CH2:20]3)[n:9][n:10][c:11]1[CH2:12][N:13]([CH2:37][c:38]1[n:39][cH:40][cH:41][cH:42][cH:43]1)[CH2:14]2. The reactants are CC(=O)C1=CC(=C(C(=C1)Cl)N)Cl (4-amino-3,5-dichloroacetophenone), C(=O)(Cl)Cl (phosgene). Solvent: C1(=CC=CC=C1)C (toluene). Product: C(C)(=O)C1=CC(=C(C(=C1)Cl)N=C=O)Cl (4-acetyl-2,6-dichlorophenyl isocyanate). RXN SMILES: [CH3:1][C:2]([C:4]1[CH:9]=[C:8]([Cl:10])[C:7]([NH2:11])=[C:6]([Cl:12])[CH:5]=1)=[O:3].[C:13](Cl)(Cl)=[O:14]>C1(C)C=CC=CC=1>[C:2]([C:4]1[CH:5]=[C:6]([Cl:12])[C:7]([N:11]=[C:13]=[O:14])=[C:8]([Cl:10])[CH:9]=1)(=[O:3])[CH3:1]. Procedure details: A mixture of 5 g. of 4-amino-3,5-dichloroacetophenone, 5 ml. of phosgene, and 30 ml. of toluene was heated to 150° C. for 24 hours in a sealed tube. The reaction mixture was cooled and concentrated under reduced pressure to provide crude 4-acetyl-2,6-dichlorophenyl isocyanate. The crude product was dissolved in 100 ml. of toluene and then dry dimethylamine was passed through the solution for 1 hour at room temperature. The reaction mixture was concentrated under reduced pressure and the residue ... Starting materials: BrCC=C(C(F)(F)OC)F (4-bromo-1-methoxy-1,1,2-trifluoro-2-butene), C(C)[Mg]Br (ethylmagnesium bromide), C(C)OCC (diethyl ether). Product: F\C(\C(=O)OC)=C/CCC (methyl (Z)-2-fluoro-2-hexenoate). Yield: 48.0%. Reaction SMILES: Br[CH2:2][CH:3]=[C:4]([F:10])[C:5]([O:8][CH3:9])(F)F.[CH2:11]([Mg]Br)[CH3:12].C([O:17]CC)C>>[F:10]/[C:4](=[CH:3]\[CH2:2][CH2:11][CH3:12])/[C:5]([O:8][CH3:9])=[O:17]. Procedure details: 1.0 g (4.5 mmol) of 4-bromo-1-methoxy-1,1,2-trifluoro-2-butene was treated with ethylmagnesium bromide (3M, 1.6 mL, 4.8 mmol) in diethyl ether according to the same procedure as Example 4 to give 0.29 g (48%) of methyl (Z)-2-fluoro-2-hexenoate. 1H-NMR (300 MHz, CDCl3): δ 0.92(3H, t), 1.46(2H, q), 2.20(2H, dq, J=2, 8 Hz), 3.80(3H, a), 6.11(1H, dt, J=8, 33Hz). The reactants are O=C1CCC(=O)N1Br, CCCCCn1c(=O)n2nc(-c3ccncn3)nc2c2[nH]cnc21, CCCCCn1c(=O)n2c(-c3ccncn3)nnc2c2[nH]cnc21, C1CCOC1. Product: CCCCCn1c(=O)n2nc(-c3ccncn3)nc2c2[nH]c(Br)nc21. RXN SMILES: [Br:49][N:50]1[C:51](=[O:52])[CH2:53][CH2:54][C:55]1=[O:56].[CH2:1]([CH2:2][CH2:3][CH2:4][CH3:5])[n:6]1[c:7](=[O:24])[n:8]2[c:9]([c:10]3[nH:11][cH:12][n:13][c:14]13)[n:15][c:16](-[c:18]1[n:19][cH:20][n:21][cH:22][cH:23]1)[n:17]2.[CH2:25]([n:26]1[c:27]2[n:28][cH:29][nH:30][c:31]2[c:32]2[n:33][n:34][c:35](-[c:36]3[cH:37][cH:38][n:39][cH:40][n:41]3)[n:42]2[c:43]1=[O:44])[CH2:45][CH2:46][CH2:47][CH3:48].[CH2:57]1[O:58][CH2:59][CH2:60][CH2:61]1>>[CH2:1]([CH2:2][CH2:3][CH2:4][CH3:5])[n:6]1[c:7](=[O:24])[n:8]2[c:9]([c:10]3[nH:11][c:12]([Br:49])[n:13][c:14]13)[n:15][c:16](-[c:18]1[n:19][cH:20][n:21][cH:22][cH:23]1)[n:17]2. Starting materials: COC(=O)C1=C(C=2N(N(C1=O)CC1=NC=CC=C1)C=C(C2)Cl)O (6-chloro-4-hydroxy-2-oxo-1-pyridin-2-ylmethyl-1,2-dihydro-pyrrolo[1,2-b]pyridazine-3-carboxylic acid methyl ester), NCC(=O)[O-].[Na+] (sodium glycinate). Yields the product ClC=1C=C2N(N(C(C(=C2O)C(=O)NCC(=O)O)=O)CC2=NC=CC=C2)C1 ([(6-Chloro-4-hydroxy-2-oxo-1-pyridin-2-ylmethyl-1,2-dihydro-pyrrolo[1,2-b]pyridazine-3-carbonyl)-amino]-acetic acid). RXN SMILES: CO[C:3]([C:5]1[C:10](=[O:11])[N:9]([CH2:12][C:13]2[CH:18]=[CH:17][CH:16]=[CH:15][N:14]=2)[N:8]2[CH:19]=[C:20]([Cl:22])[CH:21]=[C:7]2[C:6]=1[OH:23])=[O:4].[NH2:24][CH2:25][C:26]([O-:28])=[O:27].[Na+]>>[Cl:22][C:20]1[CH:21]=[C:7]2[C:6]([OH:23])=[C:5]([C:3]([NH:24][CH2:25][C:26]([OH:28])=[O:27])=[O:4])[C:10](=[O:11])[N:9]([CH2:12][C:13]3[CH:18]=[CH:17][CH:16]=[CH:15][N:14]=3)[N:8]2[CH:19]=1 |f:1.2|. Procedure details: Prepared according to the glycinolysis condition used in Example 1 step d) from 6-chloro-4-hydroxy-2-oxo-1-pyridin-2-ylmethyl-1,2-dihydro-pyrrolo[1,2-b]pyridazine-3-carboxylic acid methyl ester (1.0 eq.) and sodium glycinate (5 eq.). ESI (m/z): 377 (M+H)+. The reactants are CO, CCOC(C)=O, Cc1ccc(S(=O)(=O)O)cc1, CN(C)CCOc1cc(OC(c2ccccc2)(c2ccccc2)c2ccccc2)cc(C2=C(c3c[nH]c4ccccc34)C(=O)NC2=O)c1. The product is CN(C)CCOc1cc(O)cc(C2=C(c3c[nH]c4ccccc34)C(=O)NC2=O)c1. Reaction SMILES: [CH3:60][OH:61].[CH3:62][CH2:63][O:64][C:65](=[O:66])[CH3:67].[c:49]1([CH3:50])[cH:51][cH:52][c:53]([S:54]([OH:55])(=[O:56])=[O:57])[cH:58][cH:59]1.[nH:1]1[cH:2][c:3]([C:10]2=[C:14]([c:15]3[cH:16][c:17]([O:41][CH2:42][CH2:43][N:44]([CH3:45])[CH3:46])[cH:18][c:19]([O:21][C:22]([c:23]4[cH:24][cH:25][cH:26][cH:27][cH:28]4)([c:29]4[cH:30][cH:31][cH:32][cH:33][cH:34]4)[c:35]4[cH:36][cH:37][cH:38][cH:39][cH:40]4)[cH:20]3)[C:13](=[O:47])[NH:12][C:11]2=[O:48])[c:4]2[cH:5][cH:6][cH:7][cH:8][c:9]12>>[nH:1]1[cH:2][c:3]([C:10]2=[C:14]([c:15]3[cH:16][c:17]([O:41][CH2:42][CH2:43][N:44]([CH3:45])[CH3:46])[cH:18][c:19]([OH:21])[cH:20]3)[C:13](=[O:47])[NH:12][C:11]2=[O:48])[c:4]2[cH:5][cH:6][cH:7][cH:8][c:9]12.